Dataset: the Open Reaction Database (ORD), a public repository of structured organic reaction records. Task: describe an organic reaction: reactants, conditions, products, and yield The reagents and catalysts are [Pd] (Palladium on carbon). As a reaction SMILES: [CH3:1][C:2]1[C:11]2[O:10][C:9]([N:12]3[CH2:17][CH2:16][O:15][CH2:14][CH2:13]3)=[CH:8][C:7](=[O:18])[C:6]=2[CH:5]=[CH:4][C:3]=1[O:19]CC1C=CC=CC=1.C1CCCCC=1>C(OCC)(=O)C.[Pd]>[OH:19][C:3]1[CH:4]=[CH:5][C:6]2[C:7](=[O:18])[CH:8]=[C:9]([N:12]3[CH2:17][CH2:16][O:15][CH2:14][CH2:13]3)[O:10][C:11]=2[C:2]=1[CH3:1]. Product: OC1=C(C2=C(C(C=C(O2)N2CCOCC2)=O)C=C1)C (7-hydroxy-2-(4-morpholinyl)-8-methyl-4H-1-benzopyran-4-one). Procedure details: Part A: 8-Methyl-2-(4-morpholinyl)-7-(phenylmethoxy)-4H-1-benzopyran-4-one (8.59 g, 24.4 mmol.) is suspended in 250 ml of ethyl acetate. 9.9 ml of cyclohexene is added followed by 0.85 g of 10% Palladium on carbon. The mixture is heated at reflux for 18 hours. The reaction is allowed to cool and filtered, the solid is taken up in methanol, decanted and filtered. The methanol is evaporated to give 4.71 g (74%) of the phenol (mp>250° C.). Starting materials: CC1=C(C=CC=2C(C=C(OC21)N2CCOCC2)=O)OCC2=CC=CC=C2 (8-Methyl-2-(4-morpholinyl)-7-(phenylmethoxy)-4H-1-benzopyran-4-one), C1=CCCCC1 (cyclohexene). Yield: 73.9%. Run in C(C)(=O)OCC (ethyl acetate).